This data is from the Open Reaction Database (ORD), a public repository of structured organic reaction records. The task is: describe an organic reaction: reactants, conditions, products, and yield Starting materials: CC1CN(Cc2ccc([N+](=O)[O-])cc2)CCN1C(=O)OC(C)(C)C, CO, [K+], [OH-]. The product is CC1CN(Cc2ccc(N)cc2)CCN1C(=O)OC(C)(C)C. As a reaction SMILES: [CH3:1][CH:2]1[N:3]([C:18](=[O:19])[O:20][C:21]([CH3:22])([CH3:23])[CH3:24])[CH2:4][CH2:5][N:6]([CH2:8][c:9]2[cH:10][cH:11][c:12]([N+:15]([O-:16])=[O:17])[cH:13][cH:14]2)[CH2:7]1.[CH3:27][OH:28].[K+:26].[OH-:25]>>[CH3:1][CH:2]1[N:3]([C:18](=[O:19])[O:20][C:21]([CH3:22])([CH3:23])[CH3:24])[CH2:4][CH2:5][N:6]([CH2:8][c:9]2[cH:10][cH:11][c:12]([NH2:15])[cH:13][cH:14]2)[CH2:7]1.